The task is: describe an organic reaction: reactants, conditions, products, and yield. This data is from the Open Reaction Database (ORD), a public repository of structured organic reaction records. Reactants: C=C1CNC(C(O[SiH](C)C)C(C)(C)C)C1, C=CCOC(=O)N1CC(O)CC1CO, C=C1CC2C(O)N(NC(=O)OCC(Cl)(Cl)Cl)c3ccc(I)cc3C(=O)N2C1. The product is C=C1CC2C=Nc3ccc(I)cc3C(=O)N2C1. Reaction SMILES: [C:42]([CH:43]([O:44][SiH:45]([CH3:46])[CH3:47])[CH:48]1[CH2:49][C:50](=[CH2:51])[CH2:52][NH:53]1)([CH3:54])([CH3:55])[CH3:56].[CH2:1]([O:2][C:3]([N:4]1[CH2:5][CH:6]([OH:7])[CH2:8][CH:9]1[CH2:10][OH:11])=[O:12])[CH:13]=[CH2:14].[OH:15][CH:16]1[N:17]([NH:33][C:34]([O:35][CH2:36][C:37]([Cl:38])([Cl:39])[Cl:40])=[O:41])[c:18]2[c:19]([cH:28][c:29]([I:32])[cH:30][cH:31]2)[C:20](=[O:27])[N:21]2[CH:22]1[CH2:23][C:24](=[CH2:26])[CH2:25]2>>[CH:16]1=[N:17][c:18]2[c:19]([cH:28][c:29]([I:32])[cH:30][cH:31]2)[C:20](=[O:27])[N:21]2[CH:22]1[CH2:23][C:24](=[CH2:26])[CH2:25]2. Reactants: FC=1C=C(C=CC1OCC1=NC2=CC=CC=C2C=C1)CC(=O)O (2-[3-Fluoro-4-(quinolin-2-yl-methoxy)phenyl]-acetic acid), CS(=O)(=O)N (methanesulphonamide), Cl.C(C)N=C=NCCCN(C)C (N-ethyl-N'-dimethylaminopropylcarbodiimide hydrochloride), CN(C)C1=NC=CC=C1 (dimethylaminopyridine). Run in ClCCl (dichloromethane). Run at time 60 hour. The product is FC=1C=C(C=CC1OCC1=NC2=CC=CC=C2C=C1)CC(=O)CS(=O)(=O)N (2-[3-Fluoro-4-(quinolin-2-yl-methoxy)phenyl]-acetylmethanesulphonamide). As a reaction SMILES: [F:1][C:2]1[CH:3]=[C:4]([CH2:20][C:21](O)=[O:22])[CH:5]=[CH:6][C:7]=1[O:8][CH2:9][C:10]1[CH:19]=[CH:18][C:17]2[C:12](=[CH:13][CH:14]=[CH:15][CH:16]=2)[N:11]=1.[CH3:24][S:25]([NH2:28])(=[O:27])=[O:26].Cl.C(N=C=NCCCN(C)C)C.CN(C1C=CC=CN=1)C>ClCCl>[F:1][C:2]1[CH:3]=[C:4]([CH2:20][C:21]([CH2:24][S:25]([NH2:28])(=[O:27])=[O:26])=[O:22])[CH:5]=[CH:6][C:7]=1[O:8][CH2:9][C:10]1[CH:19]=[CH:18][C:17]2[C:12](=[CH:13][CH:14]=[CH:15][CH:16]=2)[N:11]=1 |f:2.3|. Procedure details: 6 g (0.019 mol) of the compound from Example XV, 1.9 g (0.019 mol) of dried methanesulphonamide, 3.8 g (0.019 mol) of N-ethyl-N'-dimethylaminopropylcarbodiimide hydrochloride and 2.4 g (0.019 mol) of dimethylaminopyridine are dissolved in 40 ml of dichloromethane and the mixture is stirred at room temperature for 60 h. It is then evaporated to dryness in vacuo, the residue is taken up in 40 ml of dichloromethane and the solution is washed twice with 20 ml of water. After drying the organic phase... Reactants: CC(=O)C1CCC2C3CCC4CC(O)C(OCCC#N)CC4(C)C3C(=O)CC12C, CCO, Cl, O. RXN SMILES: [C:1](#[N:2])[CH2:3][CH2:4][O:5][CH:6]1[CH:7]([OH:29])[CH2:8][CH:9]2[CH2:10][CH2:11][CH:12]3[CH:13]4[CH2:14][CH2:15][CH:16]([C:17]([CH3:18])=[O:19])[C:20]4([CH3:28])[CH2:21][C:22](=[O:27])[CH:23]3[C:24]2([CH3:26])[CH2:25]1.[CH3:32][CH2:33][OH:34].[ClH:30].[OH2:31]>>[C:1]([CH2:3][CH2:4][O:5][CH:6]1[CH:7]([OH:29])[CH2:8][CH:9]2[CH2:10][CH2:11][CH:12]3[CH:13]4[CH2:14][CH2:15][CH:16]([C:17]([CH3:18])=[O:19])[C:20]4([CH3:28])[CH2:21][C:22](=[O:27])[CH:23]3[C:24]2([CH3:26])[CH2:25]1)(=[O:31])[O:34][CH2:33][CH3:32]. Product: CCOC(=O)CCOC1CC2(C)C(CCC3C4CCC(C(C)=O)C4(C)CC(=O)C32)CC1O. The reactants are C1(C=2C(C(=O)O1)=CC=CC2)=O (Phthalic anhydride), CNN (methylhydrazine). Run in C(C)(=O)O (acetic acid), O (water). Product: OC1=NN(C(C2=CC=CC=C12)=O)C (1,2-dihydro-4-hydroxy-2-methyl-1-oxophthalazine). RXN SMILES: [C:1]1(=O)[O:6][C:4](=[O:5])[C:3]2=[CH:7][CH:8]=[CH:9][CH:10]=[C:2]12.[CH3:12][NH:13][NH2:14]>C(O)(=O)C.O>[OH:6][C:1]1[C:2]2[C:3](=[CH:7][CH:8]=[CH:9][CH:10]=2)[C:4](=[O:5])[N:13]([CH3:12])[N:14]=1. Procedure: Phthalic anhydride (7.4 g) was dissolved in hot acetic acid (50 ml) and a solution of methylhydrazine (2.7 ml) in water (50 ml) was added. The mixture was heated under reflux for 15 minutes and left to cool overnight. The precipitate that formed was filtered off, washed with water and dried under reduced pressure at 65° C. to yield 1,2-dihydro-4-hydroxy-2-methyl-1-oxophthalazine (7.6 g) as a white solid. m.p. 243-244° C. The reactants are C(C)(C)(C)OC(C(CC(=O)OC(C)(C)C)NC(C(CCCSC(C1=CC=CC=C1)(C1=CC=CC=C1)C1=CC=CC=C1)CC(=O)OC(C)(C)C)=O)=O (2-(2-tert-Butoxycarbonylmethyl-5-tritylsulfanyl-pentanoylamino)-succinic acid di-tert-butyl ester), C(=O)(C(F)(F)F)O (TFA), C(C)(C)[SiH](C(C)C)C(C)C (Triisopropyl silane), C(C)(S)S (ethanedithiol). The solvent is C(Cl)Cl (CH2Cl2), C(Cl)Cl (CH2Cl2). Conditions: time 1 hour. Product: C(=O)(O)CC(C(=O)NC(C(=O)O)CC(=O)O)CCCS (2-(2-Carboxymethyl-5-mercapto-pentanoylamino)succinic acid). RXN SMILES: C([O:5][C:6](=[O:51])[CH:7]([NH:16][C:17](=[O:50])[CH:18]([CH2:42][C:43]([O:45]C(C)(C)C)=[O:44])[CH2:19][CH2:20][CH2:21][S:22]C(C1C=CC=CC=1)(C1C=CC=CC=1)C1C=CC=CC=1)[CH2:8][C:9]([O:11]C(C)(C)C)=[O:10])(C)(C)C.C(O)(C(F)(F)F)=O.C(S)(S)C.C([SiH](C(C)C)C(C)C)(C)C>C(Cl)Cl>[C:43]([CH2:42][CH:18]([CH2:19][CH2:20][CH2:21][SH:22])[C:17]([NH:16][CH:7]([CH2:8][C:9]([OH:11])=[O:10])[C:6]([OH:51])=[O:5])=[O:50])([OH:45])=[O:44]. Procedure details: To the protected thiolate of Example 119 in CH2Cl2 (1 mL) was added at 0° C. a solution of 60% TFA in CH2Cl2, containing 2% of ethanedithiol. Triisopropyl silane (1%) was then added and the reaction mixture was stirred at room temperature for 1 hour after which it was first concentrated using a stream of argon and then under vacuum. The obtained white solid was washed several times with a mixture of diethyl ether/hexanes (3:1). The obtained white solid was purified by semi-preparative HPLC to pr... The reactants are C(C)C1C(C=CC(C(OC(C2CCCCN2C(C(C2(C(CC(C(C(CC(C(C(=C1)C)O)C)OC)O2)OC)C)O)=O)=O)=O)C(=CC2CC(C(CC2)O)OC)C)C)=O (17-ethyl-1,20-dihydroxy-12-[2'-(4"-hydroxy-3"-methoxycyclohexyl)-1'-methylvinyl]-23,25-dimethoxy-13,19,21,27-tetramethyl-11,28-dioxa-4-azatricyclo[22.3.1.04,9 ]octacos-14,18-diene-2,3,10,16-tetraone), [H][H] (hydrogen), [H][H] (hydrogen). Reagents/catalysts: [Rh] (rhodium on carbon). Run in C(C)(=O)OCC (ethyl acetate). Yields the product C(C)C1C(CCC(C(OC(C2CCCCN2C(C(C2(C(CC(C(C(CC(C(C(=C1)C)O)C)OC)O2)OC)C)O)=O)=O)=O)C(=CC2CC(C(CC2)O)OC)C)C)=O (17-Ethyl-1,20-dihydroxy-12-[2'-(4"-hydroxy-3"-methoxycyclohexyl)-1'-methylvinyl]-23,25-dimethoxy-13,19,21,27-tetramethyl-11,28-dioxa-4-azatricyclo[22.3.1.04,9 ]octacos-18-ene-2,3,10,16-tetraone). As a reaction SMILES: [CH2:1]([CH:3]1[CH:29]=[C:28]([CH3:30])[CH:27]([OH:31])[CH:26]([CH3:32])[CH2:25][CH:24]([O:33][CH3:34])[CH:23]2[O:35][C:19]([OH:39])([CH:20]([CH3:38])[CH2:21][CH:22]2[O:36][CH3:37])[C:18](=[O:40])[C:17](=[O:41])[N:16]2[CH:11]([CH2:12][CH2:13][CH2:14][CH2:15]2)[C:10](=[O:42])[O:9][CH:8]([C:43]([CH3:54])=[CH:44][CH:45]2[CH2:50][CH2:49][CH:48]([OH:51])[CH:47]([O:52][CH3:53])[CH2:46]2)[CH:7]([CH3:55])[CH:6]=[CH:5][C:4]1=[O:56])[CH3:2].[H][H]>C(OCC)(=O)C.[Rh]>[CH2:1]([CH:3]1[CH:29]=[C:28]([CH3:30])[CH:27]([OH:31])[CH:26]([CH3:32])[CH2:25][CH:24]([O:33][CH3:34])[CH:23]2[O:35][C:19]([OH:39])([CH:20]([CH3:38])[CH2:21][CH:22]2[O:36][CH3:37])[C:18](=[O:40])[C:17](=[O:41])[N:16]2[CH:11]([CH2:12][CH2:13][CH2:14][CH2:15]2)[C:10](=[O:42])[O:9][CH:8]([C:43]([CH3:54])=[CH:44][CH:45]2[CH2:50][CH2:49][CH:48]([OH:51])[CH:47]([O:52][CH3:53])[CH2:46]2)[CH:7]([CH3:55])[CH2:6][CH2:5][C:4]1=[O:56])[CH3:2]. Procedure: A solution of 17-ethyl-1,20-dihydroxy-12-[2'-(4"-hydroxy-3"-methoxycyclohexyl)-1'-methylvinyl]-23,25-dimethoxy-13,19,21,27-tetramethyl-11,28-dioxa-4-azatricyclo[22.3.1.04,9 ]octacos-14,18-diene-2,3,10,16-tetraone in ethyl acetate is hydrogenated at 40 p.s.i. in a shaker apparatus using hydrogen and 5% rhodium on carbon catalyst until one molar equivalent of hydrogen is consumed. Filtration to remove catalyst and evaporation to remove solvent affords the product reduced at the Δ14,15 -position. Starting materials: CCO, CC=Cc1ccc(C(=O)N(CC)CC)c(Cl)c1, [H][H]. Yields the product CCCc1ccc(C(=O)N(CC)CC)c(Cl)c1. RXN SMILES: [CH3:20][CH2:21][OH:22].[Cl:1][c:2]1[c:3]([C:4](=[O:5])[N:6]([CH2:7][CH3:8])[CH2:9][CH3:10])[cH:11][cH:12][c:13]([CH:15]=[CH:16][CH3:17])[cH:14]1.[H:18][H:19]>>[Cl:1][c:2]1[c:3]([C:4](=[O:5])[N:6]([CH2:7][CH3:8])[CH2:9][CH3:10])[cH:11][cH:12][c:13]([CH2:15][CH2:16][CH3:17])[cH:14]1.